Dataset: the Open Reaction Database (ORD), a public repository of structured organic reaction records. Task: describe an organic reaction: reactants, conditions, products, and yield The reactants are CC(=O)O, CC(C)CCCC(C)C1CCC2C3C(C)C=C4NC(=O)CCC4(C)C3CCC12C. Yields the product CC(C)CCCC(C)C1CCC2C3C(C)CC4NC(=O)CCC4(C)C3CCC12C. Reaction SMILES: [C:30]([OH:31])(=[O:32])[CH3:33].[CH3:1][CH:2]1[CH:3]2[CH:4]3[CH2:5][CH2:6][CH:7]([CH:8]([CH2:9][CH2:10][CH2:11][CH:12]([CH3:13])[CH3:14])[CH3:15])[C:16]3([CH3:29])[CH2:17][CH2:18][CH:19]2[C:20]2([CH3:28])[CH2:21][CH2:22][C:23](=[O:27])[NH:24][C:25]2=[CH:26]1>>[CH3:1][CH:2]1[CH:3]2[CH:4]3[CH2:5][CH2:6][CH:7]([CH:8]([CH2:9][CH2:10][CH2:11][CH:12]([CH3:13])[CH3:14])[CH3:15])[C:16]3([CH3:29])[CH2:17][CH2:18][CH:19]2[C:20]2([CH3:28])[CH2:21][CH2:22][C:23](=[O:27])[NH:24][CH:25]2[CH2:26]1.